From a dataset of the Open Reaction Database (ORD), a public repository of structured organic reaction records. describe an organic reaction: reactants, conditions, products, and yield Starting materials: ClC=1C=C(C=CC1OS(=O)(=O)CCl)N=C=O (3-chloro-4-chloromethylsulfonyloxy-phenylisocyanate), O (water), ClC=1C=C(C=CC1OS(=O)(=O)CCl)N(C(=O)NC)C (N-(3-chloro-4-chloromethylsulfonyloxy-phenyl)-N,N'-dimethylurea), CNC (dimethylamine). Run in CC(=O)C (acetone). The product is ClC=1C=C(C=CC1OS(=O)(=O)CCl)NC(=O)N(C)C (N-(3-chloro-4-chloromethylsulfonyloxy-phenyl)-N',N'-dimethylurea). Reaction SMILES: [Cl:1][C:2]1[CH:3]=[C:4]([N:14]=[C:15]=[O:16])[CH:5]=[CH:6][C:7]=1[O:8][S:9]([CH2:12][Cl:13])(=[O:11])=[O:10].[CH3:17][NH:18][CH3:19].O.ClC1C=C(N(C)C(NC)=O)C=CC=1OS(CCl)(=O)=O>CC(C)=O>[Cl:1][C:2]1[CH:3]=[C:4]([NH:14][C:15]([N:18]([CH3:19])[CH3:17])=[O:16])[CH:5]=[CH:6][C:7]=1[O:8][S:9]([CH2:12][Cl:13])(=[O:11])=[O:10]. Procedure: 20 g of 3-chloro-4-chloromethylsulfonyloxy-phenylisocyanate (alternative name: chloromethanesulfonic acid 2-chloro-4-isocyanato-phenyl ester) were dissolved in 100 ml of acetone and 10 ml of a 45% strength dimethylamine solution were added, whilst cooling. After addition of water, N-(3-chloro-4-chloromethylsulfonyloxy-phenyl)-N,N'-dimethylurea precipitated: it was filtered off and dried. Reactants: CC1=CC=C(C=C1)C1=CC=NN1C1=NC=CC(=C1)C#N (2-[5-(4-methylphenyl)-1H-pyrazol-1-yl]pyridine-4-carbonitrile), [OH-].[Na+] (NaOH), CCO (EtOH), Cl (HCl). Run at temperature 90 celsius, time 1 hour. Product: C1(=CC=C(C=C1)C1=CC=NN1C=1C=C(C(=O)O)C=CN1)C (2-(5-p-tolyl-1H-pyrazol-1-yl)isonicotinic acid). Yield: 47.0%. Reaction SMILES: [CH3:1][C:2]1[CH:7]=[CH:6][C:5]([C:8]2[N:12]([C:13]3[CH:18]=C(C#N)[CH:16]=[CH:15][N:14]=3)[N:11]=[CH:10][CH:9]=2)=[CH:4][CH:3]=1.[OH-:21].[Na+].Cl.[CH3:24][CH2:25][OH:26]>>[C:2]1([CH3:1])[CH:7]=[CH:6][C:5]([C:8]2[N:12]([C:13]3[CH:18]=[C:24]([CH:16]=[CH:15][N:14]=3)[C:25]([OH:21])=[O:26])[N:11]=[CH:10][CH:9]=2)=[CH:4][CH:3]=1 |f:1.2|. Procedure: To a solution of 2-[5-(4-methylphenyl)-1H-pyrazol-1-yl]pyridine-4-carbonitrile (120 mg, 0.46 mmol) in EtOH (1 mL) was added 10 M NaOH (1 mL) at rt, then stirred at 90° C. for 1 h. The reaction mixture was cooled, acidified with 1 N HCl to pH=3, extracted with EtOAc (20 mL), and washed with water and brine. The organic phase was dried, concentrated, triturated with EA/PE (1:1, 5 mL), filtered, and dried to give the title compound (60 mg, 47%) as a brown solid. 1H NMR (400 MHz, DMSO-d6): δ 2.30 (3... The product is c1ccc2oc(N3CCNCC3)nc2c1. As a reaction SMILES: [CH2:11]1[CH2:12][NH:13][CH2:14][CH2:15][NH:16]1.[Cl:17][CH2:18][Cl:19].[Cl:1][c:2]1[o:3][c:4]2[c:5]([n:6]1)[cH:7][cH:8][cH:9][cH:10]2>>[c:2]1([N:13]2[CH2:12][CH2:11][NH:16][CH2:15][CH2:14]2)[o:3][c:4]2[c:5]([n:6]1)[cH:7][cH:8][cH:9][cH:10]2. Starting materials: C1CNCCN1, ClCCl, Clc1nc2ccccc2o1. The reactants are CC(Oc1ccc(N(C)c2cnc3cc(Cl)ccc3n2)cc1)C(=O)O, O=S(Cl)Cl. Product: CC(Oc1ccc(N(C)c2cnc3cc(Cl)ccc3n2)cc1)C(=O)Cl. RXN SMILES: [CH3:1][N:2]([c:3]1[n:4][c:5]2[cH:6][cH:7][c:8]([Cl:13])[cH:9][c:10]2[n:11][cH:12]1)[c:14]1[cH:15][cH:16][c:17]([O:18][CH:19]([C:20](=[O:21])[OH:22])[CH3:23])[cH:24][cH:25]1.[S:26]([Cl:27])([Cl:28])=[O:29]>>[CH3:1][N:2]([c:3]1[n:4][c:5]2[cH:6][cH:7][c:8]([Cl:13])[cH:9][c:10]2[n:11][cH:12]1)[c:14]1[cH:15][cH:16][c:17]([O:18][CH:19]([C:20](=[O:21])[Cl:28])[CH3:23])[cH:24][cH:25]1. Starting materials: CC(C)C(O)CC1CC(N(C)C(C)C)CCC1N(Cc1ccccc1)Cc1ccccc1, CCO, CC(=O)O, CO, [OH-], [OH-], [Pd+2]. Yields the product CC(C)C(O)CC1CC(N(C)C(C)C)CCC1N. RXN SMILES: [CH2:1]([N:8]([CH2:2][c:3]1[cH:4][cH:5][cH:6][cH:7][cH:26]1)[CH:9]1[CH:10]([CH2:20][CH:21]([CH:22]([CH3:23])[CH3:24])[OH:25])[CH2:11][CH:12]([N:15]([CH3:16])[CH:17]([CH3:18])[CH3:19])[CH2:13][CH2:14]1)[c:27]1[cH:28][cH:29][cH:30][cH:31][cH:32]1.[CH3:33][CH2:34][OH:35].[CH3:36][C:37](=[O:38])[OH:39].[CH3:40][OH:41].[OH-:42].[OH-:43].[Pd+2:44]>>[NH2:8][CH:9]1[CH:10]([CH2:20][CH:21]([CH:22]([CH3:23])[CH3:24])[OH:25])[CH2:11][CH:12]([N:15]([CH3:16])[CH:17]([CH3:18])[CH3:19])[CH2:13][CH2:14]1.